From a dataset of the Open Reaction Database (ORD), a public repository of structured organic reaction records. describe an organic reaction: reactants, conditions, products, and yield The reactants are C1CCOC1, O=C1CCC(=O)N1Cl, CCOC(=O)Cc1ccc(O)cc1. The product is CCOC(=O)Cc1ccc(O)c(Cl)c1. Reaction SMILES: [CH2:22]1[O:23][CH2:24][CH2:25][CH2:26]1.[Cl:14][N:15]1[C:16](=[O:17])[CH2:18][CH2:19][C:20]1=[O:21].[OH:1][c:2]1[cH:3][cH:4][c:5]([CH2:8][C:9](=[O:10])[O:11][CH2:12][CH3:13])[cH:6][cH:7]1>>[OH:1][c:2]1[cH:3][cH:4][c:5]([CH2:8][C:9](=[O:10])[O:11][CH2:12][CH3:13])[cH:6][c:7]1[Cl:14]. Starting materials: C(C)(C)[Mg]Cl (isopropylmagnesium chloride), BrC1=NC=CC=C1 (2-bromopyridine), BrC=1C=CC(=NC1)OC (5-bromo-2-methoxypyridine). Reported procedure: In a 300 mL inner volume flask replaced by nitrogen, tetrahydrofuran solution of isopropylmagnesium chloride (19.5% by weight, 30.3 g, 57.5 mmol) was charged, and cooled at 10° C., and then tetrahydrofuran solution (20 g) of 5-bromo-2-methoxypyridine (9.4 g, 50.0 mmol) was added dropwise in the range of 10 to 20° C. for 1.0 hour. After adding dropwise, the reaction mixture was stirred in the range of 10 to 20° C. for 1.5 hours, and then added dropwise to the tetrahydrofuran solution (20 g) conta... RXN SMILES: C([Mg]Cl)(C)C.Br[C:7]1[CH:8]=[CH:9][C:10]([O:13][CH3:14])=[N:11][CH:12]=1.Br[C:16]1[CH:21]=[CH:20][CH:19]=[CH:18][N:17]=1>C1C=CC(P(C2C=CC=CC=2)[C-]2C=CC=C2)=CC=1.C1C=CC(P(C2C=CC=CC=2)[C-]2C=CC=C2)=CC=1.Cl[Pd]Cl.[Fe+2].O1CCCC1>[CH3:14][O:13][C:10]1[N:11]=[CH:12][C:7]([C:16]2[CH:21]=[CH:20][CH:19]=[CH:18][N:17]=2)=[CH:8][CH:9]=1 |f:3.4.5.6|. The reagents and catalysts are C1=CC=C(C=C1)P([C-]2C=CC=C2)C3=CC=CC=C3.C1=CC=C(C=C1)P([C-]2C=CC=C2)C3=CC=CC=C3.Cl[Pd]Cl.[Fe+2] ([1,1′-bis(diphenylphosphino)ferrocene]dichloropalladium(II)). Product: COC1=CC=C(C=N1)C1=NC=CC=C1 (6-methoxy-3,2′-bipyridine). Run at temperature 10 celsius, time 1.5 hour. The solvent is O1CCCC1 (tetrahydrofuran), O1CCCC1 (tetrahydrofuran), O1CCCC1 (tetrahydrofuran). Starting materials: [K+], Cc1cc([N+](=O)[O-])cc([N+](=O)[O-])c1Br, CN(C)C=O, [O-]c1ccccc1. Yields the product Cc1cc([N+](=O)[O-])cc([N+](=O)[O-])c1Oc1ccccc1. RXN SMILES: [K+:22].[N+:1](=[O:2])([O-:3])[c:4]1[c:5]([Br:14])[c:6]([CH3:13])[cH:7][c:8]([N+:10](=[O:11])[O-:12])[cH:9]1.[O:23]=[CH:24][N:25]([CH3:26])[CH3:27].[c:15]1([O-:21])[cH:16][cH:17][cH:18][cH:19][cH:20]1>>[N+:1](=[O:2])([O-:3])[c:4]1[c:5]([O:21][c:15]2[cH:16][cH:17][cH:18][cH:19][cH:20]2)[c:6]([CH3:13])[cH:7][c:8]([N+:10](=[O:11])[O-:12])[cH:9]1. The reactants are BrC=1C=C2C=C(C(=C(C2=CC1)OS(=O)(=O)C(F)(F)F)[C@@H](C(=O)OCC)O)C ((S)-ethyl 2-(6-bromo-3-methyl-1-(trifluoromethylsulfonyloxy)naphthalen-2-yl)-2-hydroxyacetate), Cl(=O)(=O)(=O)O (perchloric acid). The solvent is C(C)(C)(C)OC(C)=O (tert-butylacetate). Conditions: time 2.5 hour. The product is BrC=1C=C2C=C(C(=C(C2=CC1)OS(=O)(=O)C(F)(F)F)[C@@H](C(=O)OCC)OC(C)(C)C)C ((S)-ethyl 2-(6-bromo-3-methyl-1-(trifluoromethylsulfonyloxy)naphthalen-2-yl)-2-tert-butoxyacetate). As a reaction SMILES: [Br:1][C:2]1[CH:3]=[C:4]2[C:9](=[CH:10][CH:11]=1)[C:8]([O:12][S:13]([C:16]([F:19])([F:18])[F:17])(=[O:15])=[O:14])=[C:7]([C@H:20]([OH:26])[C:21]([O:23][CH2:24][CH3:25])=[O:22])[C:6]([CH3:27])=[CH:5]2.Cl(O)(=O)(=O)=O>C(OC(=O)C)(C)(C)C>[Br:1][C:2]1[CH:3]=[C:4]2[C:9](=[CH:10][CH:11]=1)[C:8]([O:12][S:13]([C:16]([F:18])([F:17])[F:19])(=[O:15])=[O:14])=[C:7]([C@H:20]([O:26][C:4]([CH3:9])([CH3:5])[CH3:3])[C:21]([O:23][CH2:24][CH3:25])=[O:22])[C:6]([CH3:27])=[CH:5]2. Reported procedure: To a solution of (S)-ethyl 2-(6-bromo-3-methyl-1-(trifluoromethylsulfonyloxy)naphthalen-2-yl)-2-hydroxyacetate (2 g, 4.26 mmol) in tert-butylacetate (30 mL) was added 70% perchloric acid (1.10 mL, 4.69 mmol). The reaction mixture was stirred for 2.5 hours and quenched with solid sodium bicarbonate and stirred for 45 minutes. Water and solid sodium bicarbonate were carefully added and stirred for another 15 minutes. The mixture was diluted with ethyl acetate, washed with saturated bicarbonate sol... Starting materials: O=C(n1ccnc1)n1ccnc1, O=C(O)Cc1ccc([N+](=O)[O-])cc1Cl, Cl, CON, CN(C)C=O. Product: CONC(=O)Cc1ccc([N+](=O)[O-])cc1Cl. As a reaction SMILES: [C:15]([n:16]1[cH:17][cH:18][n:19][cH:20]1)([n:21]1[cH:22][cH:23][n:24][cH:25]1)=[O:26].[Cl:1][c:2]1[c:3]([CH2:11][C:12](=[O:13])[OH:14])[cH:4][cH:5][c:6]([N+:8](=[O:9])[O-:10])[cH:7]1.[ClH:27].[O:28]([CH3:29])[NH2:30].[O:31]=[CH:32][N:33]([CH3:34])[CH3:35]>>[Cl:1][c:2]1[c:3]([CH2:11][C:12](=[O:14])[NH:30][O:28][CH3:29])[cH:4][cH:5][c:6]([N+:8](=[O:9])[O-:10])[cH:7]1. Starting materials: CS(=O)(=O)CCN1CCNCC1, CCOc1nc(C(F)(F)F)ncc1C1=NC(c2ccc(Cl)cc2)C(c2ccc(Cl)cc2)N1C(=O)N1CCNC(=O)C1, Cl, Cl. Reaction SMILES: [CH3:44][S:45](=[O:46])(=[O:47])[CH2:48][CH2:49][N:50]1[CH2:51][CH2:52][NH:53][CH2:54][CH2:55]1.[Cl:1][c:2]1[cH:3][cH:4][c:5]([CH:8]2[N:9]=[C:10]([c:29]3[c:30]([O:39][CH2:40][CH3:41])[n:31][c:32]([C:35]([F:36])([F:37])[F:38])[n:33][cH:34]3)[N:11]([C:20](=[O:21])[N:22]3[CH2:23][CH2:24][NH:25][C:26](=[O:27])[CH2:28]3)[CH:12]2[c:13]2[cH:14][cH:15][c:16]([Cl:19])[cH:17][cH:18]2)[cH:6][cH:7]1.[ClH:42].[ClH:43]>>[Cl:1][c:2]1[cH:3][cH:4][c:5]([CH:8]2[N:9]=[C:10]([c:29]3[c:30]([O:39][CH2:40][CH3:41])[n:31][c:32]([C:35]([F:36])([F:37])[F:38])[n:33][cH:34]3)[N:11]([C:20](=[O:21])[N:53]3[CH2:52][CH2:51][N:50]([CH2:49][CH2:48][S:45]([CH3:44])(=[O:46])=[O:47])[CH2:55][CH2:54]3)[CH:12]2[c:13]2[cH:14][cH:15][c:16]([Cl:19])[cH:17][cH:18]2)[cH:6][cH:7]1. The product is CCOc1nc(C(F)(F)F)ncc1C1=NC(c2ccc(Cl)cc2)C(c2ccc(Cl)cc2)N1C(=O)N1CCN(CCS(C)(=O)=O)CC1. The reactants are IC=1C=C(C(=O)Cl)C=C(C1OC1=CC=C(C=C1)OC)I (3,5-diiodo-4-(4′-methoxyphenoxy)benzoyl chloride), acid chloride, CNC (dimethylamine). Run in O1CCCC1 (tetrahydrofuran). The product is IC=1C=C(C(=O)N(C)C)C=C(C1OC1=CC=C(C=C1)OC)I (3,5-diiodo-4-(4′-methoxyphenoxy)-N,N-dimethyl benzamide). RXN SMILES: [I:1][C:2]1[CH:3]=[C:4]([CH:8]=[C:9]([I:20])[C:10]=1[O:11][C:12]1[CH:17]=[CH:16][C:15]([O:18][CH3:19])=[CH:14][CH:13]=1)[C:5](Cl)=[O:6].[CH3:21][NH:22][CH3:23]>O1CCCC1>[I:1][C:2]1[CH:3]=[C:4]([CH:8]=[C:9]([I:20])[C:10]=1[O:11][C:12]1[CH:17]=[CH:16][C:15]([O:18][CH3:19])=[CH:14][CH:13]=1)[C:5]([N:22]([CH3:23])[CH3:21])=[O:6]. Procedure details: 3,5-diiodo-4-(4′-methoxyphenoxy)-N,N-dimethyl benzamide (Compound 9) was prepared way of 3,5-diiodo-4-(4′-methoxyphenoxy)benzoyl chloride (see, Example 1.5). The acid chloride was reacted with excess dimethylamine in tetrahydrofuran at ambient temperature (1 hour), filtered to remove dimethylamine-hydrochloride precipitate, the solvent evaporated and the product crystallized from absolute ethanol. Reactants: C(C)OC([C@H](CC1=CC=C(C=C1)C#CCCl)OC)=O ((2S)-3-[4-(3-Chloro-prop-1-ynyl)-phenyl]-2-methoxy-propionic acid ethyl ester), CCCCC=1C=CC(=CC1)O (4-n-butylphenol). The product is C(CCC)C1=CC=C(OCC#CC2=CC=C(C=C2)C[C@@H](C(=O)O)OC)C=C1 ((2S)-3-{4-[3-(4-Butyl-phenoxy)-prop-1-ynyl]-phenyl}-2-methoxy-propionic acid). RXN SMILES: C([O:3][C:4](=[O:19])[C@@H:5]([O:17][CH3:18])[CH2:6][C:7]1[CH:12]=[CH:11][C:10]([C:13]#[C:14][CH2:15]Cl)=[CH:9][CH:8]=1)C.[CH3:20][CH2:21][CH2:22][CH2:23][C:24]1[CH:25]=[CH:26][C:27]([OH:30])=[CH:28][CH:29]=1>>[CH2:23]([C:24]1[CH:25]=[CH:26][C:27]([O:30][CH2:15][C:14]#[C:13][C:10]2[CH:9]=[CH:8][C:7]([CH2:6][C@H:5]([O:17][CH3:18])[C:4]([OH:3])=[O:19])=[CH:12][CH:11]=2)=[CH:28][CH:29]=1)[CH2:22][CH2:21][CH3:20]. Reported procedure: The title compound was prepared from (2S)-3-[4-(3-Chloro-prop-1-ynyl)-phenyl]-2-methoxy-propionic acid ethyl ester from Example 5, Step A and 4-n-butylphenol in a manner analogous to that described for Example 5, Step B. MS(ES) for C23H26O4 [M−H]−: 365.2